This data is from the Open Reaction Database (ORD), a public repository of structured organic reaction records. The task is: describe an organic reaction: reactants, conditions, products, and yield Starting materials: [Br-], CC[Mg+], C1CCOC1, Cc1ccc(NC(=O)Nc2ccc(Oc3cc(Cl)ncn3)cc2)cc1, N#C[Cu]. Product: CCc1cc(Oc2ccc(NC(=O)Nc3ccc(C)cc3)cc2)ncn1. Reaction SMILES: [Br-:29].[CH2:30]([CH3:31])[Mg+:32].[CH2:33]1[O:34][CH2:35][CH2:36][CH2:37]1.[Cl:1][c:2]1[cH:3][c:4]([O:8][c:9]2[cH:10][cH:11][c:12]([NH:15][C:16](=[O:17])[NH:18][c:19]3[cH:20][cH:21][c:22]([CH3:25])[cH:23][cH:24]3)[cH:13][cH:14]2)[n:5][cH:6][n:7]1.[Cu:26][C:27]#[N:28]>>[c:2]1([CH2:30][CH3:31])[cH:3][c:4]([O:8][c:9]2[cH:10][cH:11][c:12]([NH:15][C:16](=[O:17])[NH:18][c:19]3[cH:20][cH:21][c:22]([CH3:25])[cH:23][cH:24]3)[cH:13][cH:14]2)[n:5][cH:6][n:7]1. Reactants: C([O-])([O-])=O.[Na+].[Na+] (sodium carbonate), ClC=1N=CC2=C(N(CC(C(N2C)=O)(F)F)C(C)C)N1 (2-chloro-7,7-difluoro-9-isopropyl-5-methyl-5,7,8,9-tetrahydro-pyrimido[4,5-b][1,4]diazepin-6-one), NC1=C(C=C(C(=O)NC2CCN(CC2)C)C=C1)OC (4-amino-3-methoxy-N-(1-methyl-piperidin-4-yl)-benzamide), O.C1(=CC=C(C=C1)S(=O)(=O)O)C (p-toluenesulfonic acid monohydrate). Solvent: ClCCl (dichloromethane), C(C)(C)O (isopropanol). Product: FC1(C(N(C2=C(N(C1)C(C)C)N=C(N=C2)NC2=C(C=C(C(=O)NC1CCN(CC1)C)C=C2)OC)C)=O)F (4-(7,7-difluoro-9-isopropyl-5-methyl-6-oxo-6,7,8,9-tetrahydro-5H-pyrimido[4,5-b][1,4]diazepin-2-ylamino)-3-methoxy-N-(1-methyl-piperidin-4-yl)-benzamide). Isolated yield 30.6%. As a reaction SMILES: Cl[C:2]1[N:3]=[CH:4][C:5]2[N:11]([CH3:12])[C:10](=[O:13])[C:9]([F:15])([F:14])[CH2:8][N:7]([CH:16]([CH3:18])[CH3:17])[C:6]=2[N:19]=1.[NH2:20][C:21]1[CH:36]=[CH:35][C:24]([C:25]([NH:27][CH:28]2[CH2:33][CH2:32][N:31]([CH3:34])[CH2:30][CH2:29]2)=[O:26])=[CH:23][C:22]=1[O:37][CH3:38].O.C1(C)C=CC(S(O)(=O)=O)=CC=1.C(=O)([O-])[O-].[Na+].[Na+]>ClCCl.C(O)(C)C>[F:14][C:9]1([F:15])[CH2:8][N:7]([CH:16]([CH3:18])[CH3:17])[C:6]2[N:19]=[C:2]([NH:20][C:21]3[CH:36]=[CH:35][C:24]([C:25]([NH:27][CH:28]4[CH2:29][CH2:30][N:31]([CH3:34])[CH2:32][CH2:33]4)=[O:26])=[CH:23][C:22]=3[O:37][CH3:38])[N:3]=[CH:4][C:5]=2[N:11]([CH3:12])[C:10]1=[O:13] |f:2.3,4.5.6|. Procedure details: A mixture of 0.07 g (0.24 mmole) of 2-chloro-7,7-difluoro-9-isopropyl-5-methyl-5,7,8,9-tetrahydro-pyrimido[4,5-b][1,4]diazepin-6-one (VII-292b), 0.070 g (0.26 mmole) of 4-amino-3-methoxy-N-(1-methyl-piperidin-4-yl)-benzamide, 0.069 g (0.36 mmole) of p-toluenesulfonic acid monohydrate and 4 mL of isopropanol was heated in a pressure tube at 140 degrees overnight. After cooling, dichloromethane and saturated sodium carbonate were added. The mixture was extracted with dichloromethane twice. The com... Reactants: O=C([O-])[O-], O=C(Cl)Oc1ccccc1, ClCCl, CC(F)(F)c1cc(N)n(-c2ccccc2)n1, [K+], [K+]. Product: CC(F)(F)c1cc(NC(=O)Oc2ccccc2)n(-c2ccccc2)n1. As a reaction SMILES: [C:17](=[O:18])([O-:19])[O-:20].[Cl:23][C:24](=[O:25])[O:26][c:27]1[cH:28][cH:29][cH:30][cH:31][cH:32]1.[Cl:33][CH2:34][Cl:35].[F:1][C:2]([CH3:3])([F:4])[c:5]1[n:6][n:7](-[c:11]2[cH:12][cH:13][cH:14][cH:15][cH:16]2)[c:8]([NH2:10])[cH:9]1.[K+:21].[K+:22]>>[F:1][C:2]([CH3:3])([F:4])[c:5]1[n:6][n:7](-[c:11]2[cH:12][cH:13][cH:14][cH:15][cH:16]2)[c:8]([NH:10][C:24](=[O:25])[O:26][c:27]2[cH:28][cH:29][cH:30][cH:31][cH:32]2)[cH:9]1. Starting materials: CCC[Mg+], [Cl-], CON(C)C(=O)c1cc2c(Cl)cccc2s1, Cl, C1CCOC1, O. Product: CCCC(=O)c1cc2c(Cl)cccc2s1. RXN SMILES: [CH2:2]([CH2:3][CH3:4])[Mg+:5].[Cl-:1].[Cl:6][c:7]1[cH:8][cH:9][cH:10][c:11]2[s:12][c:13]([C:16](=[O:17])[N:18]([O:19][CH3:20])[CH3:21])[cH:14][c:15]12.[ClH:23].[O:24]1[CH2:25][CH2:26][CH2:27][CH2:28]1.[OH2:22]>>[CH2:2]([CH2:3][CH3:4])[C:16]([c:13]1[s:12][c:11]2[cH:10][cH:9][cH:8][c:7]([Cl:6])[c:15]2[cH:14]1)=[O:17]. Starting materials: N1C=NC=C1 (imidazole), FC1=C(C=C(C=C1)F)C1=CC2(N(C(OC2)=O)C1)C1=CC=CC=C1 (6-(2.5-Difluorophenyl)-7a-phenyl-5,7a-dihydro-1H-pyrrolo[1,2-c][1,3]oxazol-3-one), [OH-].[Na+] (NaOH), 110.5, N#N (N2), Cl (HCl), CC(C)(C)[Si](C)(C)Cl (TBSCl). The solvent is CN(C)C=O (DMF), CCO (EtOH), C(Cl)Cl (CH2Cl2), O (water). Run at temperature 60 celsius, time 4 hour. The product is [Si](C)(C)(C(C)(C)C)OCC1(NCC(=C1)C1=C(C=CC(=C1)F)F)C1=CC=CC=C1 (2-({[tert-Butyl(dimethyl)silyl]oxy}methyl)-4-(2,5-difluorophenyl)-2-phenyl-2,5-dihydro-1H-pyrrole). Reaction SMILES: [F:1][C:2]1[CH:7]=[CH:6][C:5]([F:8])=[CH:4][C:3]=1[C:9]1[CH2:17][N:12]2C(=O)[O:14][CH2:15][C:11]2([C:18]2[CH:23]=[CH:22][CH:21]=[CH:20][CH:19]=2)[CH:10]=1.[OH-].[Na+].Cl.N1C=CN=C1.[CH3:32][C:33]([Si:36](Cl)([CH3:38])[CH3:37])([CH3:35])[CH3:34].N#N>CCO.CN(C=O)C.C(Cl)Cl.O>[Si:36]([O:14][CH2:15][C:11]1([C:18]2[CH:23]=[CH:22][CH:21]=[CH:20][CH:19]=2)[CH:10]=[C:9]([C:3]2[CH:4]=[C:5]([F:8])[CH:6]=[CH:7][C:2]=2[F:1])[CH2:17][NH:12]1)([C:33]([CH3:35])([CH3:34])[CH3:32])([CH3:38])[CH3:37] |f:1.2|. Reported procedure: A suspension of 109.4 g (349 mmol) 1-7 in 2.2 L of EtOH and 105 mL (1.05 moles) of 10 M NaOH in a 10 L round bottom was heated at 60° C. for 4 h, cooled to room temperature and aged overnight. To this mixture was added 90.2 mL (1.08 moles) of concentrated HCl and the solvents were removed by rotary evaporation. The residue was suspended in 2 L of acetonitrile and again taken to dryness by rotary evaporation. The solids were suspended in 3.8 L of CH2Cl2 and 200 mL of DMF, 118.7 g (1.75 moles) of ... As a reaction SMILES: [CH2:1]([CH2:2][CH2:3][CH3:4])[c:5]1[n:6][c:7]([CH3:12])[cH:8][c:9]([Cl:11])[n:10]1.[NH3:13]>>[CH2:1]([CH2:2][CH2:3][CH3:4])[c:5]1[n:6][c:7]([CH3:12])[cH:8][c:9]([NH2:13])[n:10]1. Product: CCCCc1nc(C)cc(N)n1. The reactants are CCCCc1nc(C)cc(Cl)n1, N. Reactants: Nc1nc(Br)cn2nc(-c3ccco3)nc12, CCO, I. Product: Nc1nc(I)cn2nc(-c3ccco3)nc12. As a reaction SMILES: [Br:1][c:2]1[n:3][c:4]([NH2:16])[c:5]2[n:6]([cH:7]1)[n:8][c:9](-[c:11]1[o:12][cH:13][cH:14][cH:15]1)[n:10]2.[CH3:18][CH2:19][OH:20].[IH:17]>>[c:2]1([I:17])[n:3][c:4]([NH2:16])[c:5]2[n:6]([cH:7]1)[n:8][c:9](-[c:11]1[o:12][cH:13][cH:14][cH:15]1)[n:10]2.